This data is from the Open Reaction Database (ORD), a public repository of structured organic reaction records. The task is: describe an organic reaction: reactants, conditions, products, and yield Starting materials: Cl.FC1=CC=C(C=C1)C(C(CC1=CC=C(C=C1)C(F)(F)F)N)O ((1RS,2RS)-1-(4-fluorophenyl)-1-hydroxy-3-(4-(trifluoromethyl)phenyl)-2-propylamine hydrochloride), ClC1=C(C(=O)Cl)C=CC=C1Cl (2,3-dichlorobenzoyl chloride), C(O)([O-])=O.[Na+] (sodium hydrogen carbonate). Run in C(C)(=O)OCC (ethyl acetate), O (water). Reaction conditions: time 8 hour. Yields the product ClC1=C(C(=O)NC(C(O)C2=CC=C(C=C2)F)CC2=CC=C(C=C2)C(F)(F)F)C=CC=C1Cl (2,3-dichloro-N-((1RS,2SR)-2-(4-fluorophenyl)-2-hydroxy-1-((4-(trifluoromethyl)phenyl)methyl)ethyl)benzamide). Isolated yield 77.0%. As a reaction SMILES: Cl.[F:2][C:3]1[CH:8]=[CH:7][C:6]([CH:9]([OH:23])[CH:10]([NH2:22])[CH2:11][C:12]2[CH:17]=[CH:16][C:15]([C:18]([F:21])([F:20])[F:19])=[CH:14][CH:13]=2)=[CH:5][CH:4]=1.[Cl:24][C:25]1[C:33]([Cl:34])=[CH:32][CH:31]=[CH:30][C:26]=1[C:27](Cl)=[O:28].C(=O)([O-])O.[Na+]>C(OCC)(=O)C.O>[Cl:24][C:25]1[C:33]([Cl:34])=[CH:32][CH:31]=[CH:30][C:26]=1[C:27]([NH:22][CH:10]([CH2:11][C:12]1[CH:17]=[CH:16][C:15]([C:18]([F:21])([F:20])[F:19])=[CH:14][CH:13]=1)[CH:9]([C:6]1[CH:5]=[CH:4][C:3]([F:2])=[CH:8][CH:7]=1)[OH:23])=[O:28] |f:0.1,3.4|. Procedure details: To a solution of (1RS,2RS)-1-(4-fluorophenyl)-1-hydroxy-3-(4-(trifluoromethyl)phenyl)-2-propylamine hydrochloride (150 mg, 0.43 mmol) in ethyl acetate (5 ml) were added 2,3-dichlorobenzoyl chloride (135 mg, 0.64 mmol) and saturated aqueous sodium hydrogen carbonate (5 ml) and the mixture was stirred overnight at room temperature. The reaction solution was diluted with water (50 ml) and extracted with ethyl acetate (50 ml×2). The extract was washed with saturated brine, dried over anhydrous magne... Reactants: IC=1C=C(NC1)C(=O)OC (methyl 4-iodo-2-pyrrolecarboxylate), ICCC (3-iodopropane). Yields the product C(CC)N1C(=CC(=C1)I)C(=O)OC (methyl N-propyl-4-iodo-2-pyrrolecarboxylate). Isolated yield 64.7%. RXN SMILES: [I:1][C:2]1[CH:3]=[C:4]([C:7]([O:9][CH3:10])=[O:8])[NH:5][CH:6]=1.I[CH2:12][CH2:13][CH3:14]>>[CH2:12]([N:5]1[CH:6]=[C:2]([I:1])[CH:3]=[C:4]1[C:7]([O:9][CH3:10])=[O:8])[CH2:13][CH3:14]. Procedure: Following the basic procedure of Example 7(d), by reacting 1.96 g (7.8 mmol) of methyl 4-iodo-2-pyrrolecarboxylate with 940 μl (9.6 mmol) of 3-iodopropane, 1.48 g (64%) of methyl N-propyl-4-iodo-2-pyrrolecarboxylate was obtained in the form of a slightly yellow oil. Starting materials: CCCCOc1ccc(-c2ccc3c(c2)C=C(C(=O)Nc2ccc(CN(C)C4CCOCC4)cc2)CCS3(=O)=O)cc1, CI, CN(C)C=O. The product is CCCCOc1ccc(-c2ccc3c(c2)C=C(C(=O)Nc2ccc(C[N+](C)(C)C4CCOCC4)cc2)CCS3(=O)=O)cc1, [I-]. RXN SMILES: [CH2:1]([CH2:2][CH2:3][CH3:4])[O:5][c:6]1[cH:7][cH:8][c:9](-[c:12]2[cH:13][cH:14][c:15]3[c:16]([cH:42]2)[CH:17]=[C:18]([C:24](=[O:25])[NH:26][c:27]2[cH:28][cH:29][c:30]([CH2:33][N:34]([CH:35]4[CH2:36][CH2:37][O:38][CH2:39][CH2:40]4)[CH3:41])[cH:31][cH:32]2)[CH2:19][CH2:20][S:21]3(=[O:22])=[O:23])[cH:10][cH:11]1.[CH3:43][I:44].[O:45]=[CH:46][N:47]([CH3:48])[CH3:49]>>[CH2:1]([CH2:2][CH2:3][CH3:4])[O:5][c:6]1[cH:7][cH:8][c:9](-[c:12]2[cH:13][cH:14][c:15]3[c:16]([cH:42]2)[CH:17]=[C:18]([C:24](=[O:25])[NH:26][c:27]2[cH:28][cH:29][c:30]([CH2:33][N+:34]([CH:35]4[CH2:36][CH2:37][O:38][CH2:39][CH2:40]4)([CH3:41])[CH3:43])[cH:31][cH:32]2)[CH2:19][CH2:20][S:21]3(=[O:22])=[O:23])[cH:10][cH:11]1.[I-:44]. Starting materials: CC(C)C1=NC2=C(N1[C@H](C)C1=CC=CC=C1)C(CCC2)CC(=O)OCC2=CC=CC=C2 (Phenylmethyl {2(1-methylethyl)-1-[(1R)-1-phenylethyl]-4,5,6,7-tetrahydro-1H-benzimidazol-7-yl}acetate), Cl (HCl), [OH-].[Na+] (NaOH). The solvent is CO (methanol), C(C)#N.O (acetonitrile water). Conditions: time 8 hour. Product: ammonium salt, N.CC(C)C1=NC2=C(N1[C@H](C)C1=CC=CC=C1)C(CCC2)CC(=O)O ({2-(1-methylethyl)-1-[(1R)-1-phenylethyl]-4,5,6,7-tetrahydro-1H-benzimidazol-7-yl}acetic acid ammonia salt). Isolated yield 91.0%. RXN SMILES: [CH3:1][CH:2]([C:4]1[N:8]([C@@H:9]([C:11]2[CH:16]=[CH:15][CH:14]=[CH:13][CH:12]=2)[CH3:10])[C:7]2[CH:17]([CH2:21][C:22]([O:24]CC3C=CC=CC=3)=[O:23])[CH2:18][CH2:19][CH2:20][C:6]=2[N:5]=1)[CH3:3].[OH-].[Na+].Cl>CO.C(#N)C.O>[NH3:5].[CH3:3][CH:2]([C:4]1[N:8]([C@@H:9]([C:11]2[CH:12]=[CH:13][CH:14]=[CH:15][CH:16]=2)[CH3:10])[C:7]2[CH:17]([CH2:21][C:22]([OH:24])=[O:23])[CH2:18][CH2:19][CH2:20][C:6]=2[N:5]=1)[CH3:1] |f:1.2,5.6,7.8|. Reported procedure: Intermediate 67 (224 mg) was dissolved in methanol (4 mL). NaOH (2 mL, 6.60 mmol) was added to the stirred reaction mixture as a 3.3 N aqueous soln. After stirring overnight the reaction mixture was conc in vacuo and taken up in acetonitrile/water. The soln was taken to pH4-5 by the addition of 2 M aqueous HCl and loaded onto an SCX column. After washing with water and acetonitrile, the product was eluted with 2 M ammonia soln in methanol. The washing were conc in vacuo to afford the ammonium sa... Run in O (water), [OH-].[Na+] (sodium hydroxide). Procedure: 5.77 g of 5-(p-fluorobenzylamino)-pyridine-2-carboxylic acid are dissolved in 40 ml of water and 20 ml of 2 N aqueous sodium hydroxide. The solution is stirred at room temperature and 3.6 g of 40% aqueous peracetic acid are added. The solution becomes green and within less than a minute a solid separates. Another 3.6 g of said peracetic acid are added and the mixture is stirred for 4 hours. The pH of the mixture is adjusted to 4 with hydrochloric acid and filtered after cooling. The solid is col... As a reaction SMILES: [F:1][C:2]1[CH:18]=[CH:17][C:5]([CH2:6][NH:7][C:8]2[CH:9]=[CH:10][C:11]([C:14]([OH:16])=[O:15])=[N:12][CH:13]=2)=[CH:4][CH:3]=1.C(OO)(=[O:21])C.Cl>O.[OH-].[Na+]>[F:1][C:2]1[CH:18]=[CH:17][C:5]([CH2:6][NH:7][C:8]2[CH:13]=[N+:12]([O-:21])[C:11]([C:14]([OH:16])=[O:15])=[CH:10][CH:9]=2)=[CH:4][CH:3]=1 |f:4.5|. Product: FC1=CC=C(CNC2=CC=C([N+](=C2)[O-])C(=O)O)C=C1 (5-(p-fluorobenzylamino)-pyridine-2-carboxylic acid N-oxide). The reactants are C(C)(=O)OO (peracetic acid), Cl (hydrochloric acid), FC1=CC=C(CNC=2C=CC(=NC2)C(=O)O)C=C1 (5-(p-fluorobenzylamino)-pyridine-2-carboxylic acid), C(C)(=O)OO (peracetic acid). The reactants are CC(C)(C)OC(=N)C(Cl)(Cl)Cl, ClCCl, COC(=O)C(CC(=O)O)Cc1cc(C)c2[nH]ncc2c1, C1CCOC1. Yields the product COC(=O)C(CC(=O)OC(C)(C)C)Cc1cc(C)c2[nH]ncc2c1. Reaction SMILES: [C:21]([CH3:22])([CH3:23])([CH3:24])[O:25][C:26](=[NH:27])[C:28]([Cl:29])([Cl:30])[Cl:31].[CH2:32]([Cl:33])[Cl:34].[CH3:1][O:2][C:3]([CH:4]([CH2:5][C:6](=[O:7])[OH:8])[CH2:9][c:10]1[cH:11][c:12]2[cH:13][n:14][nH:15][c:16]2[c:17]([CH3:19])[cH:18]1)=[O:20].[O:35]1[CH2:36][CH2:37][CH2:38][CH2:39]1>>[CH3:1][O:2][C:3]([CH:4]([CH2:5][C:6](=[O:7])[O:8][C:21]([CH3:22])([CH3:23])[CH3:24])[CH2:9][c:10]1[cH:11][c:12]2[cH:13][n:14][nH:15][c:16]2[c:17]([CH3:19])[cH:18]1)=[O:20]. Reaction SMILES: [CH3:13][N:14]([CH3:15])[CH2:16][CH2:17][CH2:18][N:19]=[C:20]=[N:21][CH2:22][CH3:23].[CH3:70][CH2:71][N:72]=[C:73]=[N:74][CH2:75][CH2:76][CH2:77][N:78]([CH3:79])[CH3:80].[Cl:81][CH2:82][Cl:83].[ClH:12].[O:1]=[C:2]([C:3](=[O:4])[OH:5])[c:6]1[cH:7][cH:8][cH:9][cH:10][cH:11]1.[O:24]1[CH:25]([n:30]2[n:31][c:32](-[c:63]3[cH:64][c:65]([NH2:69])[cH:66][cH:67][cH:68]3)[c:33]3[cH:34][c:35](-[c:39]4[n:40][n:41]([C:44]([c:45]5[cH:46][cH:47][cH:48][cH:49][cH:50]5)([c:51]5[cH:52][cH:53][cH:54][cH:55][cH:56]5)[c:57]5[cH:58][cH:59][cH:60][cH:61][cH:62]5)[cH:42][n:43]4)[cH:36][cH:37][c:38]23)[CH2:26][CH2:27][CH2:28][CH2:29]1>>[O:1]=[C:2]([C:3](=[O:5])[NH:69][c:65]1[cH:64][c:63](-[c:32]2[n:31][n:30]([CH:25]3[O:24][CH2:29][CH2:28][CH2:27][CH2:26]3)[c:38]3[c:33]2[cH:34][c:35](-[c:39]2[n:40][n:41]([C:44]([c:45]4[cH:46][cH:47][cH:48][cH:49][cH:50]4)([c:51]4[cH:52][cH:53][cH:54][cH:55][cH:56]4)[c:57]4[cH:58][cH:59][cH:60][cH:61][cH:62]4)[cH:42][n:43]2)[cH:36][cH:37]3)[cH:68][cH:67][cH:66]1)[c:6]1[cH:7][cH:8][cH:9][cH:10][cH:11]1. Product: O=C(Nc1cccc(-c2nn(C3CCCCO3)c3ccc(-c4ncn(C(c5ccccc5)(c5ccccc5)c5ccccc5)n4)cc23)c1)C(=O)c1ccccc1. The reactants are CCN=C=NCCCN(C)C, CCN=C=NCCCN(C)C, ClCCl, Cl, O=C(O)C(=O)c1ccccc1, Nc1cccc(-c2nn(C3CCCCO3)c3ccc(-c4ncn(C(c5ccccc5)(c5ccccc5)c5ccccc5)n4)cc23)c1.